describe an organic reaction: reactants, conditions, products, and yield From a dataset of the Open Reaction Database (ORD), a public repository of structured organic reaction records. Reactants: CC1(OCC(C(O1)C(=O)NCCC(=O)OC1=CC=C(C=C1)NC(CCCCCCC\C=C/CCCCCCCC)=O)(C)C)C (4-(Oleoylamino)phenyl 3-[N-(2,2,5,5-tetramethyl-1,3-dioxane-4-carbonyl)amino]propionate), C(C)(=O)O (acetic acid). Run in O (water), O (water). Run at time 15 hour. Product: OC(C(=O)NCCC(=O)OC1=CC=C(C=C1)NC(CCCCCCC\C=C/CCCCCCCC)=O)C(CO)(C)C (4-(Oleoylamino)phenyl 3-[N-(2,4-dihydroxy-3,3-dimethyl-1-oxobutyl)amino]propionate). The yield is 84.5%. Reaction SMILES: CC1(C)[O:7][CH:6]([C:8]([NH:10][CH2:11][CH2:12][C:13]([O:15][C:16]2[CH:21]=[CH:20][C:19]([NH:22][C:23](=[O:41])[CH2:24][CH2:25][CH2:26][CH2:27][CH2:28][CH2:29][CH2:30]/[CH:31]=[CH:32]\[CH2:33][CH2:34][CH2:35][CH2:36][CH2:37][CH2:38][CH2:39][CH3:40])=[CH:18][CH:17]=2)=[O:14])=[O:9])[C:5]([CH3:43])([CH3:42])[CH2:4][O:3]1.C(O)(=O)C>O>[OH:7][CH:6]([C:5]([CH3:42])([CH3:43])[CH2:4][OH:3])[C:8]([NH:10][CH2:11][CH2:12][C:13]([O:15][C:16]1[CH:21]=[CH:20][C:19]([NH:22][C:23](=[O:41])[CH2:24][CH2:25][CH2:26][CH2:27][CH2:28][CH2:29][CH2:30]/[CH:31]=[CH:32]\[CH2:33][CH2:34][CH2:35][CH2:36][CH2:37][CH2:38][CH2:39][CH3:40])=[CH:18][CH:17]=1)=[O:14])=[O:9]. Procedure details: A solution of 500 mg of 4-(Oleoylamino)phenyl 3-[N-(2,2,5,5-tetramethyl-1,3-dioxane-4-carbonyl)amino]propionate in a mixed solvent composed of 20 ml of acetic acid and 10 ml of water was stirred at room temperature for 15 hours. 20 ml of water was then added to the reaction mixture, which was then extracted with methylene chloride. The methylene chloride layer was washed with water, and dried over anhydrous sodium sulfate. After removal of the solvent under vacuum evaporation, the residue obtain...